This data is from the Open Reaction Database (ORD), a public repository of structured organic reaction records. The task is: describe an organic reaction: reactants, conditions, products, and yield The reactants are N(=NC(=O)OC(C)C)C(=O)OC(C)C (Diisopropyl azodicarboxylate), OC(CCCCC1=CC=CC=C1)C(C(=O)OC(C)(C)C)=C (t-butyl 2-(1-hydroxy-5-phenylpentyl)acrylate), C(C1=CC=CC=C1)(=O)O (benzoic acid), C1(=CC=CC=C1)P(C1=CC=CC=C1)C1=CC=CC=C1 (triphenyl phosphine). Run in C1CCOC1 (THF), ether petroleum ether, CCOCC (ether). Run at temperature 0 celsius. The product is C(C1=CC=CC=C1)(=O)OC/C(=C\CCCCC1=CC=CC=C1)/C(=O)OC(C)(C)C ((E)-2-t-Butoxycarbonyl-7-phenylhept-2-enyl benzoate). The yield is 81.4%. As a reaction SMILES: N(C(OC(C)C)=O)=NC(OC(C)C)=O.O[CH:16]([C:27](=[CH2:35])[C:28]([O:30][C:31]([CH3:34])([CH3:33])[CH3:32])=[O:29])[CH2:17][CH2:18][CH2:19][CH2:20][C:21]1[CH:26]=[CH:25][CH:24]=[CH:23][CH:22]=1.[C:36]([OH:44])(=[O:43])[C:37]1[CH:42]=[CH:41][CH:40]=[CH:39][CH:38]=1.C1(P(C2C=CC=CC=2)C2C=CC=CC=2)C=CC=CC=1>C1COCC1.CCOCC>[C:36]([O:44][CH2:35]/[C:27](/[C:28]([O:30][C:31]([CH3:34])([CH3:33])[CH3:32])=[O:29])=[CH:16]\[CH2:17][CH2:18][CH2:19][CH2:20][C:21]1[CH:26]=[CH:25][CH:24]=[CH:23][CH:22]=1)(=[O:43])[C:37]1[CH:42]=[CH:41][CH:40]=[CH:39][CH:38]=1. Reported procedure: Diisopropyl azodicarboxylate (5 mL, 25 mmol) is added dropwise over 5 minutes to a solution of t-butyl 2-(1-hydroxy-5-phenylpentyl)acrylate (5.59 g, 19.3 mmol), benzoic acid (3 g, 25 mmol) and triphenyl phosphine (6.5 g, 25 mmol) in THF (100 mL) at -55° C. The reaction is maintained between -55 and -50° C. for 45 minutes and then the reaction is allowed to warm to 0° C. The solution is diluted with ether (300 mL) and washed with 1 N NaOH (2×40 mL) and brine (70 mL). The resulting solution is dri... Reactants: Cl.COC1=CC=C(C=2C=CC(=NC12)C(F)(F)F)C(=O)Cl (8-methoxy-2-trifluoromethylquinoline-5-carbonyl chloride, hydrochloride), Cl.COC1=CC=C(C=2C=CC(=NC12)C(F)(F)F)C(=O)Cl (8-methoxy-2-trifluoromethylquinoline-5-carbonyl chloride, hydrochloride), COC1=CC(=C(C=C1)N)N (4-methoxy-1,2-phenylenediamine). Yields the product COC=1C=CC(=C2C=CC(=NC12)C(F)(F)F)C1=NC2=C(N1)C=CC(=C2)OC (2-(8-Methoxy-2-trifluoromethylquinolin-5-yl)-5-methoxy-1H-benzimidazole). RXN SMILES: Cl.[CH3:2][O:3][C:4]1[C:13]2[N:12]=[C:11]([C:14]([F:17])([F:16])[F:15])[CH:10]=[CH:9][C:8]=2[C:7]([C:18](Cl)=O)=[CH:6][CH:5]=1.[CH3:21][O:22][C:23]1[CH:28]=[CH:27][C:26]([NH2:29])=[C:25]([NH2:30])[CH:24]=1>>[CH3:2][O:3][C:4]1[CH:5]=[CH:6][C:7]([C:18]2[NH:29][C:26]3[CH:27]=[CH:28][C:23]([O:22][CH3:21])=[CH:24][C:25]=3[N:30]=2)=[C:8]2[C:13]=1[N:12]=[C:11]([C:14]([F:15])([F:16])[F:17])[CH:10]=[CH:9]2 |f:0.1|. Procedure: Prepared from 8-methoxy-2-trifluoromethylquinoline-5-carbonyl choride, hydrochloride (Intermediate 35 of PCT/GB97/01359) and 4-methoxy-1,2-phenylenediamine; purification by column chromatography eluting with 50%-70% ethyl acetate in hexane afforded the title compound as a pale yellow solid (1.32 g). Reactants: CN(C)C=O, O=C(Cl)C(=O)Cl, Cc1ccc(NC(=O)c2cccc(C(F)(F)F)c2)cc1Oc1ccc2nc(N)sc2n1, C1CCOC1, O, c1ccncc1, O=C(O)c1cocn1. Yields the product Cc1ccc(NC(=O)c2cccc(C(F)(F)F)c2)cc1Oc1ccc2nc(NC(=O)c3cocn3)sc2n1. RXN SMILES: [CH3:15][N:16]([CH3:17])[CH:18]=[O:19].[Cl:9][C:10]([C:11]([Cl:12])=[O:13])=[O:14].[NH2:20][c:21]1[s:22][c:23]2[n:24][c:25]([O:30][c:31]3[cH:32][c:33]([NH:38][C:39]([c:40]4[cH:41][c:42]([C:46]([F:47])([F:48])[F:49])[cH:43][cH:44][cH:45]4)=[O:50])[cH:34][cH:35][c:36]3[CH3:37])[cH:26][cH:27][c:28]2[n:29]1.[O:51]1[CH2:52][CH2:53][CH2:54][CH2:55]1.[OH2:62].[cH:56]1[cH:57][cH:58][n:59][cH:60][cH:61]1.[o:1]1[cH:2][n:3][c:4]([C:6](=[O:7])[OH:8])[cH:5]1>>[o:1]1[cH:2][n:3][c:4]([C:6](=[O:8])[NH:20][c:21]2[s:22][c:23]3[n:24][c:25]([O:30][c:31]4[cH:32][c:33]([NH:38][C:39]([c:40]5[cH:41][c:42]([C:46]([F:47])([F:48])[F:49])[cH:43][cH:44][cH:45]5)=[O:50])[cH:34][cH:35][c:36]4[CH3:37])[cH:26][cH:27][c:28]3[n:29]2)[cH:5]1. The reactants are [H][H] (Hydrogen), ClC1=CC=C(C(=O)C=2C(=C(C=CC2)C=CCCCCCCC(=O)O)C)C=C1 (9-[3'-(4-chlorobenzoyl)-2'-methyl-phenyl]-non-8-enoic acid). The reagents and catalysts are [Pt]=O (platinum oxide). The solvent is C(C)O (ethanol). The product is ClC1=CC=C(C(=O)C=2C(=C(C=CC2)CCCCCCCCC(=O)O)C)C=C1 (9-[3'-(4-chlorobenzoyl)-2'-methyl-phenyl]-nonanoic acid). Isolated yield 87.4%. As a reaction SMILES: [H][H].[Cl:3][C:4]1[CH:29]=[CH:28][C:7]([C:8]([C:10]2[C:11]([CH3:27])=[C:12]([CH:16]=[CH:17][CH2:18][CH2:19][CH2:20][CH2:21][CH2:22][CH2:23][C:24]([OH:26])=[O:25])[CH:13]=[CH:14][CH:15]=2)=[O:9])=[CH:6][CH:5]=1>C(O)C.[Pt]=O>[Cl:3][C:4]1[CH:5]=[CH:6][C:7]([C:8]([C:10]2[C:11]([CH3:27])=[C:12]([CH2:16][CH2:17][CH2:18][CH2:19][CH2:20][CH2:21][CH2:22][CH2:23][C:24]([OH:26])=[O:25])[CH:13]=[CH:14][CH:15]=2)=[O:9])=[CH:28][CH:29]=1. Procedure details: Hydrogen was passed through a solution of 6.3 g of the acid of Step A in 100 ml of ethanol in the presence of 120 mg of platinum oxide and after the absorption of 3.86 ml of hydrogen, the mixture was filtered. The filtrate was evaporated to dryness and the 6.3 g of raw product were dissolved in 10 ml of hot isopropyl ether to which 10 ml of petroleum ether were then added. The mixture stood at room temperature, was iced and vacuum filtered. The precipitate was washed with a 1:1 isopropyl ether-p... Yields the product COC(=O)c1cccc(-n2cccc2C=CC(=O)OCc2ccccc2)c1. Reaction SMILES: [CH:1](=[O:2])[c:3]1[n:4](-[c:8]2[cH:9][c:10]([C:11](=[O:12])[O:13][CH3:14])[cH:15][cH:16][cH:17]2)[cH:5][cH:6][cH:7]1.[O:48]1[CH2:49][CH2:50][CH2:51][CH2:52]1.[c:18]1([P:19]([c:20]2[cH:21][cH:22][cH:23][cH:24][cH:25]2)([c:26]2[cH:27][cH:28][cH:29][cH:30][cH:31]2)=[CH:37][C:38](=[O:39])[O:40][CH2:41][c:42]2[cH:43][cH:44][cH:45][cH:46][cH:47]2)[cH:32][cH:33][cH:34][cH:35][cH:36]1>>[CH:1]([c:3]1[n:4](-[c:8]2[cH:9][c:10]([C:11](=[O:12])[O:13][CH3:14])[cH:15][cH:16][cH:17]2)[cH:5][cH:6][cH:7]1)=[CH:37][C:38](=[O:39])[O:40][CH2:41][c:42]1[cH:43][cH:44][cH:45][cH:46][cH:47]1. Starting materials: COC(=O)c1cccc(-n2cccc2C=O)c1, C1CCOC1, O=C(C=P(c1ccccc1)(c1ccccc1)c1ccccc1)OCc1ccccc1. The reactants are C(C)(C)N(CC)C(C)C (diisopropylethylamine), Cl.FC1(CNCCC1)F (3,3-difluoropiperidine hydrochloride), C(#N)C=1C=C(C=CC1)S(=O)(=O)N1[C@@H](C[C@@H](C1)O)C(=O)OC (Methyl (2S,4S)-1-[(3-cyanophenyl)sulfonyl]-4-hydroxypyrrolidine-2-carboxylate), C(C)(C)N(CC)C(C)C (diisopropylethylamine), FC(S(=O)(=O)OS(=O)(=O)C(F)(F)F)(F)F (trifluoromethanesulfonic anhydride). Solvent: C(Cl)Cl (CH2Cl2). Run at time 12 hour. Yields the product C(#N)C=1C=C(C=CC1)S(=O)(=O)N1[C@@H](C[C@H](C1)N1CC(CCC1)(F)F)C(=O)OC (Methyl (2S,4R)-1-[(3-cyanophenyl)sulfonyl]-4-(3,3-difluoropipendin-1-yl)pyrrolidine-2-carboxylate). RXN SMILES: [C:1]([C:3]1[CH:4]=[C:5]([S:9]([N:12]2[CH2:16][C@@H:15](O)[CH2:14][C@H:13]2[C:18]([O:20][CH3:21])=[O:19])(=[O:11])=[O:10])[CH:6]=[CH:7][CH:8]=1)#[N:2].C(N(C(C)C)CC)(C)C.FC(F)(F)S(OS(C(F)(F)F)(=O)=O)(=O)=O.Cl.[F:47][C:48]1([F:54])[CH2:53][CH2:52][CH2:51][NH:50][CH2:49]1>C(Cl)Cl>[C:1]([C:3]1[CH:4]=[C:5]([S:9]([N:12]2[CH2:16][C@H:15]([N:50]3[CH2:51][CH2:52][CH2:53][C:48]([F:54])([F:47])[CH2:49]3)[CH2:14][C@H:13]2[C:18]([O:20][CH3:21])=[O:19])(=[O:11])=[O:10])[CH:6]=[CH:7][CH:8]=1)#[N:2] |f:3.4|. Procedure: To a solution of the compound of Step 1 (19.6 g, 63.2 mmol), diisopropylethylamine (16.5 g, 127 mmol), and CH2Cl2 (200 mL) was added trifluoromethanesulfonic anhydride (17.8 g, 63.2 mmol) via syringe pump at −60° C. over 30 minutes. The resulting solution was then warmed to −20° C. over 1.5 h, whereupon diisopropylethylamine (5.5 g, 42.5 mmol) was added followed by 3,3-difluoropiperidine hydrochloride (6.67 g, 42.5 mmol). The mixture was then slowly warmed to rt over 5 h. After 12 h at rt, the r... The reactants are COc1ccccc1C1c2c(C(C)(C)C)n[nH]c2C(=O)N1c1ccc(-c2cc(NC(=O)OC(C)(C)C)no2)cc1, CO, Cl. Product: COc1ccccc1C1c2c(C(C)(C)C)n[nH]c2C(=O)N1c1ccc(-c2cc(N)no2)cc1. As a reaction SMILES: [C:1]([CH3:2])([CH3:3])([CH3:4])[c:5]1[c:6]2[c:7]([nH:8][n:9]1)[C:10](=[O:40])[N:11]([c:21]1[cH:22][cH:23][c:24](-[c:27]3[cH:28][c:29]([NH:32][C:33]([O:34][C:35]([CH3:36])([CH3:37])[CH3:38])=[O:39])[n:30][o:31]3)[cH:25][cH:26]1)[CH:12]2[c:13]1[c:14]([O:19][CH3:20])[cH:15][cH:16][cH:17][cH:18]1.[CH3:42][OH:43].[ClH:41]>>[C:1]([CH3:2])([CH3:3])([CH3:4])[c:5]1[c:6]2[c:7]([nH:8][n:9]1)[C:10](=[O:40])[N:11]([c:21]1[cH:22][cH:23][c:24](-[c:27]3[cH:28][c:29]([NH2:32])[n:30][o:31]3)[cH:25][cH:26]1)[CH:12]2[c:13]1[c:14]([O:19][CH3:20])[cH:15][cH:16][cH:17][cH:18]1. The reactants are C1CCOC1, CC(C)O, ClC(Cl)Cl, Cc1cnc(F)cc1I, [Na+], [Na+], O=C([O-])[O-], CC1(C)OB(c2cccc3ccsc23)OC1(C)C. Yields the product Cc1cnc(F)cc1-c1cccc2ccsc12. Reaction SMILES: [CH2:34]1[O:35][CH2:36][CH2:37][CH2:38]1.[CH:39]([OH:40])([CH3:41])[CH3:42].[CH:43]([Cl:44])([Cl:45])[Cl:46].[F:1][c:2]1[n:3][cH:4][c:5]([CH3:9])[c:6]([I:8])[cH:7]1.[Na+:28].[Na+:29].[O-:30][C:31](=[O:32])[O-:33].[s:10]1[c:11]2[c:12]([cH:13][cH:14]1)[cH:15][cH:16][cH:17][c:18]2[B:19]1[O:20][C:21]([CH3:22])([CH3:23])[C:24]([CH3:25])([CH3:26])[O:27]1>>[F:1][c:2]1[n:3][cH:4][c:5]([CH3:9])[c:6](-[c:18]2[c:11]3[s:10][cH:14][cH:13][c:12]3[cH:15][cH:16][cH:17]2)[cH:7]1. Starting materials: ClCCl, OCc1cccc2cc(-c3ccccc3)oc12, O=S(Cl)Cl, c1ccncc1. Product: ClCc1cccc2cc(-c3ccccc3)oc12. Reaction SMILES: [CH2:28]([Cl:29])[Cl:30].[OH:5][CH2:6][c:7]1[cH:8][cH:9][cH:10][c:11]2[cH:12][c:13](-[c:16]3[cH:17][cH:18][cH:19][cH:20][cH:21]3)[o:14][c:15]12.[S:1]([Cl:2])([Cl:3])=[O:4].[cH:22]1[cH:23][cH:24][n:25][cH:26][cH:27]1>>[Cl:3][CH2:6][c:7]1[cH:8][cH:9][cH:10][c:11]2[cH:12][c:13](-[c:16]3[cH:17][cH:18][cH:19][cH:20][cH:21]3)[o:14][c:15]12.